This data is from the Open Reaction Database (ORD), a public repository of structured organic reaction records. The task is: describe an organic reaction: reactants, conditions, products, and yield Reactants: O.N (ammonia water), ClC=1C=C(C=C(C1)Cl)C1(CC(=NO1)C1=CC(=C(C(=O)Cl)C=C1)C)C(F)(F)F (4-(5-(3,5-dichlorophenyl)-5-trifluoromethyl-4,5-dihydroisoxazole-3-yl)-2-methylbenzoyl chloride), [S-]C#N.[K+] (potassium thiocyanate), resultant mixture, O (water). Solvent: O1CCCC1 (tetrahydrofuran). Run at time 30 minute. Yields the product C(N)(=S)NC(C1=C(C=C(C=C1)C1=NOC(C1)(C(F)(F)F)C1=CC(=CC(=C1)Cl)Cl)C)=O (N-thiocarbamoyl-4-[5-(3,5-dichlorophenyl)-5-trifluoromethyl-4,5-dihydroisoxazole-3-yl]-2-methyl benzoic acid amide). As a reaction SMILES: [Cl:1][C:2]1[CH:3]=[C:4]([C:9]2([C:24]([F:27])([F:26])[F:25])[O:13][N:12]=[C:11]([C:14]3[CH:22]=[CH:21][C:17]([C:18](Cl)=[O:19])=[C:16]([CH3:23])[CH:15]=3)[CH2:10]2)[CH:5]=[C:6]([Cl:8])[CH:7]=1.[S-:28][C:29]#[N:30].[K+].O.[NH3:33].O>O1CCCC1>[C:29]([NH:33][C:18](=[O:19])[C:17]1[CH:21]=[CH:22][C:14]([C:11]2[CH2:10][C:9]([C:4]3[CH:3]=[C:2]([Cl:1])[CH:7]=[C:6]([Cl:8])[CH:5]=3)([C:24]([F:27])([F:26])[F:25])[O:13][N:12]=2)=[CH:15][C:16]=1[CH3:23])(=[S:28])[NH2:30] |f:1.2,3.4|. Reported procedure: To a solution of 1.0 g of 4-(5-(3,5-dichlorophenyl)-5-trifluoromethyl-4,5-dihydroisoxazole-3-yl)-2-methylbenzoyl chloride synthesized in Process 4 of Synthetic Example 1 in 20 mL of tetrahydrofuran, 245 mg of potassium thiocyanate was added and the resultant mixture was stirred at 40° C. for 1 hour. Next, the reaction mixture was left to be cooled to room temperature and 5 mL of concentrated ammonia water was added to the reaction mixture, followed by continuing the stirring of the mixture for a... Reactants: ClC=1C=CC(=C(C1)O)C1=NC2=C(N1CCCCC)C=C(C(=C2)F)F (5-chloro-2-(5,6-difluoro-1-pentyl-1H-benzoimidazol-2-yl)-phenol), BrCC1=C(C=C(C#N)C=C1)F (4-bromomethyl-3-fluoro-benzonitrile), powder. Yields the product ClC=1C=CC(=C(OCC2=C(C=C(C#N)C=C2)F)C1)C1=NC2=C(N1CCCCC)C=C(C(=C2)F)F (4-[5-Chloro-2-(5,6-difluoro-1-pentyl-1H-benzoimidazol-2-yl)-phenoxymethyl]-3-fluoro-benzonitrile). As a reaction SMILES: [Cl:1][C:2]1[CH:3]=[CH:4][C:5]([C:9]2[N:13]([CH2:14][CH2:15][CH2:16][CH2:17][CH3:18])[C:12]3[CH:19]=[C:20]([F:24])[C:21]([F:23])=[CH:22][C:11]=3[N:10]=2)=[C:6]([OH:8])[CH:7]=1.Br[CH2:26][C:27]1[CH:34]=[CH:33][C:30]([C:31]#[N:32])=[CH:29][C:28]=1[F:35]>>[Cl:1][C:2]1[CH:3]=[CH:4][C:5]([C:9]2[N:13]([CH2:14][CH2:15][CH2:16][CH2:17][CH3:18])[C:12]3[CH:19]=[C:20]([F:24])[C:21]([F:23])=[CH:22][C:11]=3[N:10]=2)=[C:6]([CH:7]=1)[O:8][CH2:26][C:27]1[CH:34]=[CH:33][C:30]([C:31]#[N:32])=[CH:29][C:28]=1[F:35]. Procedure details: The title compound was prepared in analogy to Example 5, intermediate a, from 5-chloro-2-(5,6-difluoro-1-pentyl-1H-benzoimidazol-2-yl)-phenol and 4-bromomethyl-3-fluoro-benzonitrile (CAS Reg. No. 105942-09-4). Brown powder (41%). MS (Turbo Spray): m/z=484.4 (M+H). Reactants: C(C1=CC=CC=C1)OC(=O)N1CC(C(C1)CO)O (3-Hydroxy-4-hydroxymethyl-pyrrolidine-1-carboxylic acid benzyl ester), N1=CC=CC=C1 (pyridine), CN(C)C1=NC=CC=C1 (dimethylamino pyridine), C(C1=CC=C(OC)C=C1)(C1=CC=C(OC)C=C1)(C1=CC=CC=C1)Cl (DMT-Cl), N1=CC=CC=C1 (pyridine). Reaction conditions: time 16 hour. Yields the product C(C1=CC=CC=C1)OC(=O)N1CC(C(C1)O)C(OC(C1=CC=C(C=C1)OC)C1=CC=C(C=C1)OC)C1=CC=CC=C1 (3-[Bis-(4-methoxy-phenyl)-phenyl-methoxymethyl]-4-hydroxy-pyrrolidine-1-carboxylic acid benzyl ester). RXN SMILES: [CH2:1]([O:8][C:9]([N:11]1[CH2:15][CH:14]([CH2:16][OH:17])[CH:13]([OH:18])[CH2:12]1)=[O:10])[C:2]1[CH:7]=[CH:6][CH:5]=[CH:4][CH:3]=1.CN([C:22]1[CH:27]=[CH:26][CH:25]=[CH:24]N=1)C.[C:28](Cl)(C1C=CC=CC=1)([C:37]1[CH:44]=[CH:43][C:40]([O:41][CH3:42])=[CH:39][CH:38]=1)[C:29]1[CH:36]=[CH:35][C:32]([O:33][CH3:34])=[CH:31][CH:30]=1.N1C=CC=C[CH:53]=1>>[CH2:1]([O:8][C:9]([N:11]1[CH2:12][CH:13]([OH:18])[CH:14]([CH:16]([C:24]2[CH:53]=[CH:22][CH:27]=[CH:26][CH:25]=2)[O:17][CH:28]([C:29]2[CH:36]=[CH:35][C:32]([O:33][CH3:34])=[CH:31][CH:30]=2)[C:37]2[CH:38]=[CH:39][C:40]([O:41][CH3:42])=[CH:43][CH:44]=2)[CH2:15]1)=[O:10])[C:2]1[CH:7]=[CH:6][CH:5]=[CH:4][CH:3]=1. Procedure: Referring to scheme 18, compound 74 (4.39 g, 17.5 mmol) was co-evaporated with anhydrous pyridine three times and then dissolved in pyridine (30 mL). To this solution dimethylamino pyridine (0.213 g, 1.75 mmol) and DMT-Cl (6.22 g, 18.4 mmol, 1.05 equiv.) were added at room temperature. The reaction mixture was stirred at room temperature for 16 h. The excess DMT-Cl was quenched by the addition of methanol (10 mL). The solution was dried under reduced pressure. To the residue was suspended in eth... The reactants are C1CCOC1, CN1CCOCC1, O=C(O)c1cc2cc(Cl)cnc2[nH]1, Cl, NCC(=O)c1ccccc1. Product: O=C(CNC(=O)c1cc2cc(Cl)cnc2[nH]1)c1ccccc1. As a reaction SMILES: [CH2:32]1[O:33][CH2:34][CH2:35][CH2:36]1.[CH3:25][N:26]1[CH2:27][CH2:28][O:29][CH2:30][CH2:31]1.[Cl:1][c:2]1[cH:3][c:4]2[c:5]([n:6][cH:7]1)[nH:8][c:9]([C:11](=[O:12])[OH:13])[cH:10]2.[ClH:14].[NH2:15][CH2:16][C:17](=[O:18])[c:19]1[cH:20][cH:21][cH:22][cH:23][cH:24]1>>[Cl:1][c:2]1[cH:3][c:4]2[c:5]([n:6][cH:7]1)[nH:8][c:9]([C:11](=[O:13])[NH:15][CH2:16][C:17](=[O:18])[c:19]1[cH:20][cH:21][cH:22][cH:23][cH:24]1)[cH:10]2. Reactants: N (ammonia), [H][H] (hydrogen), N (ammonia), [NH2-].[Na+] (sodamide), C(CC(C)C)C1=NC=CC=C1 (2-isoamylpyridine). Run in C=1(C(=CC=CC1)C)C (xylene), O (water). Run at time 6.5 hour. Yields the product C(CC(C)C)C1=NC=CC=C1 (2-isoamylpyridine), NC1=NC(=CC=C1)CCC(C)C (2-amino-6-isoamylpyridine), C(CC(C)C)C1=CC=CC(=N1)C1=NC(=CC=C1)CCC(C)C (6,6'-di-isoamyl-2,2'-bipyridyl). The yield is 38.9%. As a reaction SMILES: [NH2-:1].[Na+].N.[CH2:4]([C:9]1[CH:14]=[CH:13][CH:12]=[CH:11][N:10]=1)[CH2:5][CH:6]([CH3:8])[CH3:7].[H][H]>O.C1(C)C(C)=CC=CC=1>[CH2:4]([C:9]1[CH:14]=[CH:13][CH:12]=[CH:11][N:10]=1)[CH2:5][CH:6]([CH3:8])[CH3:7].[NH2:1][C:11]1[CH:12]=[CH:13][CH:14]=[C:9]([CH2:4][CH2:5][CH:6]([CH3:8])[CH3:7])[N:10]=1.[CH2:4]([C:9]1[N:10]=[C:11]([C:11]2[CH:12]=[CH:13][CH:14]=[C:9]([CH2:4][CH2:5][CH:6]([CH3:8])[CH3:7])[N:1]=2)[CH:12]=[CH:13][CH:14]=1)[CH2:5][CH:6]([CH3:8])[CH3:7] |f:0.1|. Procedure details: In a 300 cc, three-neck flask, equipped with a stirrer and dropping funnel, was made 0.2 mole of sodamide in liquid ammonia. The ammonia was replaced with 100 cc of xylene. A thermometer and reflux condenser were attached to the reaction flask, and the mixture was heated to reflux. Under reflux, 24.1 g (0.16 mole) of 2-isoamylpyridine was added from the dropping funnel. The reaction mixture turned to a deep purple and hydrogen began evolving. Refluxing was continued for 6.5 hours. The temperatur...